The task is: describe an organic reaction: reactants, conditions, products, and yield. This data is from the Open Reaction Database (ORD), a public repository of structured organic reaction records. The reactants are BrCC1=CC=C(C=C1)C1=C(C=CC=C1)C#N (4'-bromomethyl-2-cyanobiphenyl), [H-].[Na+] (sodium hydride), [H][H] (hydrogen), FC(C(=O)NC=1SC(=NN1)CC)(F)F (2-trifluoroacetamido-5-ethyl-1,3,4-thiadiazole). Solvent: CN(C=O)C (N,N-dimethylformamide), CN(C=O)C (N,N-dimethylformamide). Conditions: time 1 hour. Yields the product FC(C(=O)N=C1SC(=NN1CC1=CC=C(C=C1)C1=C(C=CC=C1)C#N)CC)(F)F (2-trifluoroacetylimino-5-ethyl-3-(2'-cyanobiphenyl-4-yl)methyl-1,3,4-thiadiazoline). Yield: 49.8%. Reaction SMILES: [H-].[Na+].[F:3][C:4]([F:16])([F:15])[C:5]([NH:7][C:8]1[S:9][C:10]([CH2:13][CH3:14])=[N:11][N:12]=1)=[O:6].[H][H].Br[CH2:20][C:21]1[CH:26]=[CH:25][C:24]([C:27]2[CH:32]=[CH:31][CH:30]=[CH:29][C:28]=2[C:33]#[N:34])=[CH:23][CH:22]=1>CN(C)C=O>[F:16][C:4]([F:15])([F:3])[C:5]([N:7]=[C:8]1[N:12]([CH2:20][C:21]2[CH:22]=[CH:23][C:24]([C:27]3[CH:32]=[CH:31][CH:30]=[CH:29][C:28]=3[C:33]#[N:34])=[CH:25][CH:26]=2)[N:11]=[C:10]([CH2:13][CH3:14])[S:9]1)=[O:6] |f:0.1|. Procedure details: To a suspension of 124.1 g of sodium hydride (55% dispersion in oil) in 1.5 liters of N,N-dimethylformamide was added 533.7 g of 2-trifluoroacetamido-5-ethyl-1,3,4-thiadiazole on ice. After the evolution of hydrogen subsided, a solution of 643.6 g of 4'-bromomethyl-2-cyanobiphenyl in 3 liters of N,N-dimethylformamide was added dropwise. The resulting mixture was stirred at room temperature for one hour and then at 80° C. for 5 hours, followed by concentration under reduced pressure. Water and et... The reactants are C(C)N1C2=CC=CC=C2C=2C=CC=CC12 (9-ethylcarbazole), ClC1=C(C=CC=C1)Cl (o-dichlorobenzene), [N+](=O)(O)[O-] (nitric acid). Product: [N+](=O)([O-])CCC1=CC=CC=2C3=CC=CC=C3NC12 (nitroethylcarbazole). RXN SMILES: C([N:3]1[C:15]2[CH:14]=[CH:13][CH:12]=[CH:11][C:10]=2[C:9]2[C:4]1=[CH:5][CH:6]=[CH:7][CH:8]=2)C.[N+:16]([O-:19])(O)=[O:17].Cl[C:21]1C=CC=C[C:22]=1Cl>>[N+:16]([CH2:21][CH2:22][C:5]1[C:4]2[NH:3][C:15]3[C:10](=[CH:11][CH:12]=[CH:13][CH:14]=3)[C:9]=2[CH:8]=[CH:7][CH:6]=1)([O-:19])=[O:17]. Procedure: Into a flask were charged 100 g of 9-ethylcarbazole and 245 g of o-dichlorobenzene, and then nitration was carried out using nitric acid. The reaction solution was neutralized, and the oil layer separated was washed with water to provide 370 g of an o-dichlorobenzene solution of nitroethylcarbazole. The yield of 3-nitro-9-ethylcarbazoic was 90%. The resulting solution contained 110 g of 3-nitro-9-ethylcarbazole, 8 g of 1-nitro-9-ethylcarbazole. The content of the nitrate was 250 ppm. Starting materials: FeCl3.6H2O, Cl.ClC=1C(=NN(C1C)C1=CC=C(C=C1)[N+](=O)[O-])C (4-Chloro-3,5-dimethyl-1-(4-nitro-phenyl)-1H-pyrazole hydrochloride), NN (Hydrazine). Solvent: CO (MeOH). Run at time 3 hour. The product is ClC=1C(=NN(C1C)C1=CC=C(C=C1)N)C (4-(4-Chloro-3,5-dimethyl-pyrazol-1-yl)-phenylamine). The yield is 104.1%. RXN SMILES: Cl.[Cl:2][C:3]1[C:4]([CH3:18])=[N:5][N:6]([C:9]2[CH:14]=[CH:13][C:12]([N+:15]([O-])=O)=[CH:11][CH:10]=2)[C:7]=1[CH3:8].NN>CO>[Cl:2][C:3]1[C:4]([CH3:18])=[N:5][N:6]([C:9]2[CH:14]=[CH:13][C:12]([NH2:15])=[CH:11][CH:10]=2)[C:7]=1[CH3:8] |f:0.1|. Procedure: 4-Chloro-3,5-dimethyl-1-(4-nitro-phenyl)-1H-pyrazole hydrochloride (450 mg, 1.56 mmol) is dissolved in MeOH (40 mL). To this solution is then added FeCl3.6H2O (24 mg, 0.09 mmol) and active carbon (12 mg, 1 mmol). The suspension is heated to reflux. Hydrazine (2.0 mL) is added, and reflux is continued for 3 h or until TLC detected full conversion. After conversion the mixture is cooled to room temperature, the active carbon is filtered off using celite and the MeOH under reduced pressure. The res... Starting materials: C(C)(=O)O[BH-](OC(C)=O)OC(C)=O.[Na+] (sodium triacetoxyborohydride), N1CCC(CC1)O (4-piperidinol), C(C)(=O)O (acetic acid), NC1=NC2=CC=C(C=C2C(=N1)C(=O)N1CC2=CC=CC=C2C1)C1=C(C=O)C=CC=C1 (2-[2-amino-4-(1,3-dihydroisoindole-2-carbonyl)quinazolin-6-yl]benzaldehyde). Solvent: ClCCCl (1,2-dichloroethane), O (water), O1CCCC1 (tetrahydrofuran). Reaction conditions: temperature 60 celsius, time 6 hour. Product: NC1=NC2=CC=C(C=C2C(=N1)C(=O)N1CC2=CC=CC=C2C1)C1=C(C=CC=C1)CN1CCC(CC1)O ({2-Amino-6-[2-(4-hydroxypiperidin-1-ylmethyl)phenyl]quinazolin-4-yl}-(1,3-dihydroisoindol-2-yl)methanone). As a reaction SMILES: [NH2:1][C:2]1[N:11]=[C:10]([C:12]([N:14]2[CH2:22][C:21]3[C:16](=[CH:17][CH:18]=[CH:19][CH:20]=3)[CH2:15]2)=[O:13])[C:9]2[C:4](=[CH:5][CH:6]=[C:7]([C:23]3[CH:30]=[CH:29][CH:28]=[CH:27][C:24]=3[CH:25]=O)[CH:8]=2)[N:3]=1.[NH:31]1[CH2:36][CH2:35][CH:34]([OH:37])[CH2:33][CH2:32]1.C(O)(=O)C.C(O[BH-](OC(=O)C)OC(=O)C)(=O)C.[Na+]>ClCCCl.O1CCCC1.O>[NH2:1][C:2]1[N:11]=[C:10]([C:12]([N:14]2[CH2:22][C:21]3[C:16](=[CH:17][CH:18]=[CH:19][CH:20]=3)[CH2:15]2)=[O:13])[C:9]2[C:4](=[CH:5][CH:6]=[C:7]([C:23]3[CH:30]=[CH:29][CH:28]=[CH:27][C:24]=3[CH2:25][N:31]3[CH2:36][CH2:35][CH:34]([OH:37])[CH2:33][CH2:32]3)[CH:8]=2)[N:3]=1 |f:3.4|. Procedure details: 200 mg of 2-[2-amino-4-(1,3-dihydroisoindole-2-carbonyl)quinazolin-6-yl]benzaldehyde are dissolved in 10 ml of 1,2-dichloroethane and 10 ml of tetrahydrofuran. 103 mg of 4-piperidinol and 29 μl of glacial acetic acid are added, and the mixture is stirred at 60° C. for 6 h. After cooling to 25° C., 226 mg of sodium triacetoxyborohydride are added and stirred at 25° C. for a further 12 h. The mixture is poured into water, extracted three times with dichloromethane, and the combined organic phases ... Starting materials: COc1ncc(Br)cc1Br, O=C([O-])[O-], CC1(C)OB(c2ccc(C(F)(F)F)cc2C=O)OC1(C)C, CCOC(C)=O, COCCOC, [K+], [K+], O, Cl[Pd]Cl, c1ccc(P(c2ccccc2)c2ccccc2)cc1, c1ccc(P(c2ccccc2)c2ccccc2)cc1. The product is COc1ncc(Br)cc1-c1ccc(C(F)(F)F)cc1C=O. As a reaction SMILES: [Br:22][c:23]1[c:24]([O:30][CH3:31])[n:25][cH:26][c:27]([Br:29])[cH:28]1.[C:32](=[O:33])([O-:34])[O-:35].[CH3:1][C:2]1([CH3:3])[C:4]([CH3:5])([CH3:6])[O:7][B:8]([c:9]2[c:10]([CH:11]=[O:12])[cH:13][c:14]([C:17]([F:18])([F:19])[F:20])[cH:15][cH:16]2)[O:21]1.[CH3:38][CH2:39][O:40][C:41]([CH3:42])=[O:43].[CH3:44][O:45][CH2:46][CH2:47][O:48][CH3:49].[K+:36].[K+:37].[OH2:50].[Pd:51]([Cl:52])[Cl:53].[c:54]1([P:55]([c:56]2[cH:57][cH:58][cH:59][cH:60][cH:61]2)[c:62]2[cH:63][cH:64][cH:65][cH:66][cH:67]2)[cH:68][cH:69][cH:70][cH:71][cH:72]1.[c:73]1([P:74]([c:75]2[cH:76][cH:77][cH:78][cH:79][cH:80]2)[c:81]2[cH:82][cH:83][cH:84][cH:85][cH:86]2)[cH:87][cH:88][cH:89][cH:90][cH:91]1>>[c:9]1(-[c:23]2[c:24]([O:30][CH3:31])[n:25][cH:26][c:27]([Br:29])[cH:28]2)[c:10]([CH:11]=[O:12])[cH:13][c:14]([C:17]([F:18])([F:19])[F:20])[cH:15][cH:16]1. Reactants: OCCCBr, O=C([O-])[O-], CC#N, [K+], [K+], O=C1CCC(=O)N1. Yields the product O=C1CCC(=O)N1CCCO. RXN SMILES: [Br:8][CH2:9][CH2:10][CH2:11][OH:12].[C:13](=[O:14])([O-:15])[O-:16].[CH3:19][C:20]#[N:21].[K+:17].[K+:18].[O:1]=[C:2]1[CH2:3][CH2:4][C:5](=[O:6])[NH:7]1>>[O:1]=[C:2]1[CH2:3][CH2:4][C:5](=[O:6])[N:7]1[CH2:9][CH2:10][CH2:11][OH:12]. Reactants: C(C1=CC=CC=C1)OC(=O)N1[C@H](CC1)CO ((R)-1-(benzyloxycarbonyl)-2-azetidinemethanol), OC=1C=NC=CC1 (3-hydroxypyridine), N(=NC(=O)OCC)C(=O)OCC (Diethyl azodicarboxylate), C1(=CC=CC=C1)P(C1=CC=CC=C1)C1=CC=CC=C1 (triphenylphosphine). Solvent: C1CCOC1 (THF), C1CCOC1 (THF). Run at time 15 minute. Product: C(C1=CC=CC=C1)OC(=O)N1CC(=CC=C1)OC[C@@H]1NCC1 ((R)-1-(benzyloxycarbonyl)-3-((2-azetidinylmethyl)oxy)pyridine). Yield: 141.2%. Reaction SMILES: N(C(OCC)=O)=N[C:3](OCC)=O.C1(P(C2C=CC=CC=2)C2C=CC=CC=2)C=CC=CC=1.[CH2:32]([O:39][C:40]([N:42]1[CH2:45][CH2:44][C@@H:43]1[CH2:46][OH:47])=[O:41])[C:33]1[CH:38]=[CH:37][CH:36]=[CH:35][CH:34]=1.O[C:49]1[CH:50]=[N:51][CH:52]=[CH:53]C=1>C1COCC1>[CH2:32]([O:39][C:40]([N:42]1[CH:45]=[CH:44][CH:3]=[C:46]([O:47][CH2:53][C@H:52]2[CH2:49][CH2:50][NH:51]2)[CH2:43]1)=[O:41])[C:33]1[CH:34]=[CH:35][CH:36]=[CH:37][CH:38]=1. Procedure: Diethyl azodicarboxylate (1.2 mL, 7.9 mmol) was added to a stirred solution of triphenylphosphine (2.1 g, 7.9 mmol) in THF (60 mL) at 0° C. After 15 minutes, (R)-1-(benzyloxycarbonyl)-2-azetidinemethanol (1.46 g, 6.6 mmol, Step 1e above) in THF (6.6 mL) was added to the reaction vessel followed by 3-hydroxypyridine (690 mg, 7.3 mmol, Aldrich). After stirring for 18 h at ambient temperature the solvent was removed and the residue was dissolved in CH2Cl2 and washed with saturated K2CO3, dried (MgS... Reactants: O (water), C(Cl)Cl (Methylene chloride), FC=1C=C2C(C(=CN(C2=C(C1F)F)NC)C(=O)OCC)=O (ethyl 6,7,8-trifluoro-1-methylamino-1,4-dihydro-4-oxoquinoline-3-carboxylate), C(C)(C)(C)OC(=O)C(C(=O)OC(C)(C)C)=C (tert-butyl 2-tert-butoxycarbonylacrylate). Reagents/catalysts: [Ti](Cl)(Cl)(Cl)Cl (titanium tetrachloride). Run in C(C)(=O)OCC (ethyl acetate). Reaction conditions: time 30 minute. Yields the product FC=1C=C2C(C(=CN(C2=C(C1F)F)N(CC(C(=O)OC(C)(C)C)C(=O)OC(C)(C)C)C)C(=O)OCC)=O (ethyl 6,7,8-trifluoro-1-[N-methyl-N-{2,2-bis(tert-butoxycarbonyl)ethyl}amino]-1,4-dihydro-4-oxoquinoline-3-carboxylate). Isolated yield 56.1%. Reaction SMILES: C(Cl)Cl.[F:4][C:5]1[CH:6]=[C:7]2[C:12](=[C:13]([F:16])[C:14]=1[F:15])[N:11]([NH:17][CH3:18])[CH:10]=[C:9]([C:19]([O:21][CH2:22][CH3:23])=[O:20])[C:8]2=[O:24].[C:25]([O:29][C:30]([C:32](=[CH2:40])[C:33]([O:35][C:36]([CH3:39])([CH3:38])[CH3:37])=[O:34])=[O:31])([CH3:28])([CH3:27])[CH3:26].O>C(OCC)(=O)C.[Ti](Cl)(Cl)(Cl)Cl>[F:4][C:5]1[CH:6]=[C:7]2[C:12](=[C:13]([F:16])[C:14]=1[F:15])[N:11]([N:17]([CH3:18])[CH2:40][CH:32]([C:30]([O:29][C:25]([CH3:28])([CH3:27])[CH3:26])=[O:31])[C:33]([O:35][C:36]([CH3:39])([CH3:38])[CH3:37])=[O:34])[CH:10]=[C:9]([C:19]([O:21][CH2:22][CH3:23])=[O:20])[C:8]2=[O:24]. Procedure: Methylene chloride (10 ml) solution of ethyl 6,7,8-trifluoro-1-methylamino-1,4-dihydro-4-oxoquinoline-3-carboxylate (1.0 g) and tert-butyl 2-tert-butoxycarbonylacrylate (1.52 g) was cooled in an ice bath in nitrogen atmosphere, and titanium tetrachloride (632.4 mg) was dropwise added thereto. After 30 minutes, this was diluted with ethyl acetate (100 ml) and then with water (100 ml). The organic layer was separated out, washed with water (2×50 ml), dried over magnesium sulfate and concentrated u... Reactants: CCCC[N+](CCCC)(CCCC)CCCC, COCC(C)CO, COCCCN1CCOc2ccc(C(OC3CNC(CO[Si](C(C)C)(C(C)C)C(C)C)CC3c3ccc(CCl)cc3)S(=O)(=O)c3ccc(C)cc3)cc21, [H-], [I-], [Na+], CN(C)C=O, O. The product is COCCCN1CCOc2ccc(C(OC3CNC(CO[Si](C(C)C)(C(C)C)C(C)C)CC3c3ccc(COCC(C)COC)cc3)S(=O)(=O)c3ccc(C)cc3)cc21. RXN SMILES: [CH2:64]([N+:65]([CH2:66][CH2:67][CH2:68][CH3:69])([CH2:70][CH2:71][CH2:72][CH3:73])[CH2:74][CH2:75][CH2:76][CH3:77])[CH2:78][CH2:79][CH3:80].[CH3:54][O:55][CH2:56][CH:57]([CH2:58][OH:59])[CH3:60].[Cl:1][CH2:2][c:3]1[cH:4][cH:5][c:6]([CH:9]2[CH:10]([O:27][CH:28]([S:29](=[O:30])(=[O:31])[c:32]3[cH:33][cH:34][c:35]([CH3:38])[cH:36][cH:37]3)[c:39]3[cH:40][cH:41][c:42]4[c:43]([cH:53]3)[N:44]([CH2:48][CH2:49][CH2:50][O:51][CH3:52])[CH2:45][CH2:46][O:47]4)[CH2:11][NH:12][CH:13]([CH2:15][O:16][Si:17]([CH:18]([CH3:19])[CH3:20])([CH:21]([CH3:22])[CH3:23])[CH:24]([CH3:25])[CH3:26])[CH2:14]2)[cH:7][cH:8]1.[H-:62].[I-:63].[Na+:61].[O:81]=[CH:82][N:83]([CH3:84])[CH3:85].[OH2:86]>>[CH2:2]([c:3]1[cH:4][cH:5][c:6]([CH:9]2[CH:10]([O:27][CH:28]([S:29](=[O:30])(=[O:31])[c:32]3[cH:33][cH:34][c:35]([CH3:38])[cH:36][cH:37]3)[c:39]3[cH:40][cH:41][c:42]4[c:43]([cH:53]3)[N:44]([CH2:48][CH2:49][CH2:50][O:51][CH3:52])[CH2:45][CH2:46][O:47]4)[CH2:11][NH:12][CH:13]([CH2:15][O:16][Si:17]([CH:18]([CH3:19])[CH3:20])([CH:21]([CH3:22])[CH3:23])[CH:24]([CH3:25])[CH3:26])[CH2:14]2)[cH:7][cH:8]1)[O:59][CH2:58][CH:57]([CH2:56][O:55][CH3:54])[CH3:60].